This data is from the Open Reaction Database (ORD), a public repository of structured organic reaction records. The task is: describe an organic reaction: reactants, conditions, products, and yield The reactants are CC(C)(C)[O-], CCOC(C)=O, c1ccc(-c2ccccc2P(C2CCCCC2)C2CCCCC2)cc1, CC(C)(O)c1cc(Cc2ccc(Cl)cc2)nc(Cl)n1, CC(C)(C)OC(=O)N1CCC(N)CC1, [Na+], CC(=O)[O-], CC(=O)[O-], C1COCCO1, [Pd+2]. Yields the product CC(C)(C)OC(=O)N1CCC(Nc2nc(Cc3ccc(Cl)cc3)cc(C(C)(C)O)n2)CC1. As a reaction SMILES: [CH3:34][C:35]([CH3:36])([O-:37])[CH3:38].[CH3:71][CH2:72][O:73][C:74](=[O:75])[CH3:76].[CH:40]1([P:41]([CH:42]2[CH2:43][CH2:44][CH2:45][CH2:46][CH2:47]2)[c:48]2[cH:49][cH:50][cH:51][cH:52][c:53]2-[c:54]2[cH:55][cH:56][cH:57][cH:58][cH:59]2)[CH2:60][CH2:61][CH2:62][CH2:63][CH2:64]1.[Cl:1][c:2]1[n:3][c:4]([CH2:12][c:13]2[cH:14][cH:15][c:16]([Cl:19])[cH:17][cH:18]2)[cH:5][c:6]([C:8]([CH3:9])([CH3:10])[OH:11])[n:7]1.[NH2:20][CH:21]1[CH2:22][CH2:23][N:24]([C:27](=[O:28])[O:29][C:30]([CH3:31])([CH3:32])[CH3:33])[CH2:25][CH2:26]1.[Na+:39].[O-:78][C:79]([CH3:80])=[O:81].[O-:82][C:83]([CH3:84])=[O:85].[O:65]1[CH2:66][CH2:67][O:68][CH2:69][CH2:70]1.[Pd+2:77]>>[c:2]1([NH:20][CH:21]2[CH2:22][CH2:23][N:24]([C:27](=[O:28])[O:29][C:30]([CH3:31])([CH3:32])[CH3:33])[CH2:25][CH2:26]2)[n:3][c:4]([CH2:12][c:13]2[cH:14][cH:15][c:16]([Cl:19])[cH:17][cH:18]2)[cH:5][c:6]([C:8]([CH3:9])([CH3:10])[OH:11])[n:7]1.